Dataset: the Open Reaction Database (ORD), a public repository of structured organic reaction records. Task: describe an organic reaction: reactants, conditions, products, and yield Starting materials: CC(C)(OC(=O)N[C@H](C(=O)OC)CCCC1CCN(CC1)C(=O)OCC1=CC=CC=C1)C (methyl (S)-α-[[(1,1-dimethylethoxy)carbonyl]amino]-1-[(phenylmethoxy)carbonyl]piperidine-4-pentanoate), O.[OH-].[Li+] (lithium hydroxide monohydrate). The solvent is CO (methanol), O (water). Conditions: time 18 hour. The product is CC(C)(OC(=O)N[C@H](C(=O)O)CCCC1CCN(CC1)C(=O)OCC1=CC=CC=C1)C ((S)-α-[[(1,1-dimethylethoxy)carbonyl]amino]-1-[(phenylmethoxy)carbonyl]piperidine-4-pentanoic acid). The yield is 86.3%. RXN SMILES: [CH3:1][C:2]([CH3:32])([O:4][C:5]([NH:7][C@@H:8]([CH2:13][CH2:14][CH2:15][CH:16]1[CH2:21][CH2:20][N:19]([C:22]([O:24][CH2:25][C:26]2[CH:31]=[CH:30][CH:29]=[CH:28][CH:27]=2)=[O:23])[CH2:18][CH2:17]1)[C:9]([O:11]C)=[O:10])=[O:6])[CH3:3].O.[OH-].[Li+]>CO.O>[CH3:3][C:2]([CH3:32])([O:4][C:5]([NH:7][C@@H:8]([CH2:13][CH2:14][CH2:15][CH:16]1[CH2:21][CH2:20][N:19]([C:22]([O:24][CH2:25][C:26]2[CH:27]=[CH:28][CH:29]=[CH:30][CH:31]=2)=[O:23])[CH2:18][CH2:17]1)[C:9]([OH:11])=[O:10])=[O:6])[CH3:1] |f:1.2.3|. Procedure details: A mixture of 3.55 g (8.0 mmol) of methyl (S)-α-[[(1,1-dimethylethoxy)carbonyl]amino]-1-[(phenylmethoxy)carbonyl]piperidine-4-pentanoate and 0.40 g (9.6 mmol) of lithium hydroxide monohydrate in 15 ml of methanol and 5 ml of water is stirred for 18 h at room temperature. The methanol is evaporated off under reduced pressure and the mixture is then cooled to 0° C. and acidified to pH 2 with aqueous 1N hydrochloric acid solution, and then extracted twice with 150 ml of ethyl acetate. The resulting ... Starting materials: C(=O)(OC(C)(C)C)N(C)CCCS(=O)(=O)C=1C=C(C=CC1)C1=CC=C(C=C1)C1CC(=NN1C1=C(C=CC=C1)Cl)C(O)(C(F)(F)F)C(F)(F)F (5-{3′-[3-(N-BOC-N-methyl-amino)-propane-1-sulfonyl]-biphenyl-4-yl}-1-(2-chloro-phenyl)-3-[di-(trifluoromethyl)-hydroxy-methyl]-4,5-dihydro-1H-pyrazole), FC(C(=O)O)(F)F (trifluoroacetic acid). Run in ClCCl (dichloromethane). Conditions: time 48 hour. Product: ClC1=C(C=CC=C1)N1N=C(CC1C1=CC=C(C=C1)C1=CC(=CC=C1)S(=O)(=O)CCCNC)C(O)(C(F)(F)F)C(F)(F)F (1-(2-chloro-phenyl)-5-{3′-[3-(methyl-amino)-propane-1-sulfonyl]-biphenyl-4-yl}-3-[di-(trifluoromethyl)-hydroxy-methyl]-4,5-dihydro-1H-pyrazole). Yield: 65.7%. RXN SMILES: [C:1]([N:8]([CH2:10][CH2:11][CH2:12][S:13]([C:16]1[CH:17]=[C:18]([C:22]2[CH:27]=[CH:26][C:25]([CH:28]3[N:32]([C:33]4[CH:38]=[CH:37][CH:36]=[CH:35][C:34]=4[Cl:39])[N:31]=[C:30]([C:40]([C:46]([F:49])([F:48])[F:47])([C:42]([F:45])([F:44])[F:43])[OH:41])[CH2:29]3)=[CH:24][CH:23]=2)[CH:19]=[CH:20][CH:21]=1)(=[O:15])=[O:14])C)(OC(C)(C)C)=O.FC(F)(F)C(O)=O>ClCCl>[Cl:39][C:34]1[CH:35]=[CH:36][CH:37]=[CH:38][C:33]=1[N:32]1[CH:28]([C:25]2[CH:24]=[CH:23][C:22]([C:18]3[CH:19]=[CH:20][CH:21]=[C:16]([S:13]([CH2:12][CH2:11][CH2:10][NH:8][CH3:1])(=[O:15])=[O:14])[CH:17]=3)=[CH:27][CH:26]=2)[CH2:29][C:30]([C:40]([C:46]([F:49])([F:47])[F:48])([C:42]([F:43])([F:45])[F:44])[OH:41])=[N:31]1. Procedure: To 5-{3′-[3-(N-BOC-N-methyl-amino)-propane-1-sulfonyl]-biphenyl-4-yl}-1-(2-chloro-phenyl)-3-[di-(trifluoromethyl)-hydroxy-methyl]-4,5-dihydro-1H-pyrazole (9.0 mg, 0.012 mmol) prepared in Example 285, were added dichloromethane (0.5 mL) and trifluoroacetic acid (9.0 uL, 0.12 mmol). The reaction mixture was stirred at room temperature for 48 hours, washed with distilled water, 1N hydrochloride, a saturated solution of sodium hydrogen carbonate, and brine, dried on anhydrous magnesium sulfate, and ... Starting materials: O=C1CCC(=O)N1Br, O=C(OOC(=O)c1ccccc1)c1ccccc1, Cc1ccn2nnnc2c1, c1ccccc1. Product: BrCc1ccn2nnnc2c1. Reaction SMILES: [Br:11][N:12]1[C:13](=[O:14])[CH2:15][CH2:16][C:17]1=[O:18].[C:19]([O:20][O:21][C:22](=[O:23])[c:24]1[cH:25][cH:26][cH:27][cH:28][cH:29]1)(=[O:30])[c:31]1[cH:32][cH:33][cH:34][cH:35][cH:36]1.[CH3:1][c:2]1[cH:3][c:4]2[n:5]([cH:6][cH:7]1)[n:8][n:9][n:10]2.[cH:37]1[cH:38][cH:39][cH:40][cH:41][cH:42]1>>[CH2:1]([c:2]1[cH:3][c:4]2[n:5]([cH:6][cH:7]1)[n:8][n:9][n:10]2)[Br:11]. The reactants are O=C(Cl)Cl, C1CCCCC1, CN(C)C(=O)c1cc2cnc(Nc3ccc(N4CCNCC4)cn3)nc2n1C1CCCC1. Yields the product CN(C)C(=O)c1cc2cnc(Nc3ccc(N4CCN(C(=O)C5CCCCC5)CC4)cn3)nc2n1C1CCCC1. Reaction SMILES: [C:33](=[O:34])([Cl:35])[Cl:36].[CH2:37]1[CH2:38][CH2:39][CH2:40][CH2:41][CH2:42]1.[CH3:1][N:2]([C:3](=[O:4])[c:5]1[cH:6][c:7]2[c:8]([n:9][c:10]([NH:13][c:14]3[n:15][cH:16][c:17]([N:20]4[CH2:21][CH2:22][NH:23][CH2:24][CH2:25]4)[cH:18][cH:19]3)[n:11][cH:12]2)[n:26]1[CH:27]1[CH2:28][CH2:29][CH2:30][CH2:31]1)[CH3:32]>>[CH3:1][N:2]([C:3](=[O:4])[c:5]1[cH:6][c:7]2[c:8]([n:9][c:10]([NH:13][c:14]3[n:15][cH:16][c:17]([N:20]4[CH2:21][CH2:22][N:23]([C:33](=[O:34])[CH:37]5[CH2:38][CH2:39][CH2:40][CH2:41][CH2:42]5)[CH2:24][CH2:25]4)[cH:18][cH:19]3)[n:11][cH:12]2)[n:26]1[CH:27]1[CH2:28][CH2:29][CH2:30][CH2:31]1)[CH3:32].